Dataset: the Open Reaction Database (ORD), a public repository of structured organic reaction records. Task: describe an organic reaction: reactants, conditions, products, and yield Starting materials: CN(C)Cc1csc(Br)n1, ClCc1csc(Br)n1, C=O, CNC, CCO. The product is CN(C)Cc1csc(CO)n1. RXN SMILES: [Br:12][c:13]1[s:14][cH:15][c:16]([CH2:18][N:19]([CH3:20])[CH3:21])[n:17]1.[Br:4][c:5]1[s:6][cH:7][c:8]([CH2:9][Cl:10])[n:11]1.[CH2:22]=[O:23].[CH3:1][NH:2][CH3:3].[CH3:24][CH2:25][OH:26]>>[c:13]1([CH2:22][OH:23])[s:14][cH:15][c:16]([CH2:18][N:19]([CH3:20])[CH3:21])[n:17]1. Reactants: NC(C(C)NC(C1=CC(=NC=C1)C)=O)=O (N-(1-amino-1-oxopropan-2-yl)-2-methylisonicotinamide), P12(=S)SP3(=S)SP(=S)(S1)SP(=S)(S2)S3 (phosphorus pentasulfide). The solvent is C1(=CC=CC=C1)C (toluene). Yields the product CC=1N=C(SC1N)C1=CC(=NC=C1)C (4-Methyl-2-(2-methylpyridin-4-yl)thiazol-5-amine). Isolated yield 47.9%. As a reaction SMILES: [NH2:1][C:2](=O)[CH:3]([NH:5][C:6](=O)[C:7]1[CH:12]=[CH:11][N:10]=[C:9]([CH3:13])[CH:8]=1)[CH3:4].P12(SP3(SP(SP(S3)(S1)=S)(=S)S2)=S)=[S:17]>C1(C)C=CC=CC=1>[CH3:4][C:3]1[N:5]=[C:6]([C:7]2[CH:12]=[CH:11][N:10]=[C:9]([CH3:13])[CH:8]=2)[S:17][C:2]=1[NH2:1]. Reported procedure: A mixture of N-(1-amino-1-oxopropan-2-yl)-2-methylisonicotinamide (1.00 g, 4.83 mmol) and phosphorus pentasulfide (2.15 g, 9.65 mmol) in 10 mL of toluene was allowed to reflux overnight. The mixture was concentrated and the residue was purified by CombiFlash using 0-10% methanol/DCM to give 0.475 g of 4-methyl-2-(2-methylpyridin-4-yl)thiazol-5-amine 22C. LCMS (ES+) m/z 206. Reactants: OC1=C(C=O)C=C(C(=C1)O)[N+](=O)[O-] (2,4-dihydroxy-5-nitro-benzaldehyde), CC(=CC=O)C (3-methyl-but-2-enal), N1=CC=CC=C1 (pyridine). Run at time 18 hour. Yields the product OC1=C2C=CC(OC2=C(C=C1C=O)[N+](=O)[O-])(C)C (5-hydroxy-2,2-dimethyl-8-nitro-2H-chromene-6-carbaldehyde). Reaction SMILES: [OH:1][C:2]1[CH:9]=[C:8]([OH:10])[C:7]([N+:11]([O-:13])=[O:12])=[CH:6][C:3]=1[CH:4]=[O:5].[CH3:14][C:15]([CH3:19])=[CH:16][CH:17]=O.N1C=CC=CC=1>>[OH:1][C:2]1[C:3]([CH:4]=[O:5])=[CH:6][C:7]([N+:11]([O-:13])=[O:12])=[C:8]2[C:9]=1[CH:17]=[CH:16][C:15]([CH3:19])([CH3:14])[O:10]2. Procedure details: A solution of 2,4-dihydroxy-5-nitro-benzaldehyde (10.61 g, 58 mmol) in Me2CO (6 mL) is added during a 5.5 h period to a stirring solution of 3-methyl-but-2-enal (4.00 g, 29 mmol) in pyridine (2.29 g, 2.34 mL, 29 mmol) at 120° C. After completion of addition heating is continued for an additional 18 h. The Me2CO is evaporated and the pyridine is removed by azeotrope distillation with toluene to afford a crude product. The crude product is purified using silica gel chromatography with 1% ethyl ace... RXN SMILES: [CH2:1]([N:4]1[C:28](=[O:29])[C:7]2=[N:8][N:9]([CH2:16][C:17]3[CH:22]=[CH:21][C:20]([N:23]4[CH:27]=[CH:26][CH:25]=[N:24]4)=[CH:19][CH:18]=3)[C:10]3[CH:11]=[CH:12][CH:13]=[CH:14][C:15]=3[C:6]2=[N:5]1)[CH:2]=C.C[N+]1([O-])CC[O:34]CC1.[C:38](=[O:41])(O)[O-].[Na+]>O1CCCC1.O.[Os](=O)(=O)(=O)=O>[OH:34][CH:2]([CH2:38][OH:41])[CH2:1][N:4]1[C:28](=[O:29])[C:7]2=[N:8][N:9]([CH2:16][C:17]3[CH:18]=[CH:19][C:20]([N:23]4[CH:27]=[CH:26][CH:25]=[N:24]4)=[CH:21][CH:22]=3)[C:10]3[CH:11]=[CH:12][CH:13]=[CH:14][C:15]=3[C:6]2=[N:5]1 |f:2.3|. Run at time 72 hour. The reactants are C[N+]1(CCOCC1)[O-] (4-methylmorpholine 4-oxide), C(C=C)N1N=C2C(=NN(C=3C=CC=CC23)CC2=CC=C(C=C2)N2N=CC=C2)C1=O (Allyl-5-[4-(1H-pyrazol-1-yl)benzyl]-2,5-dihydro-3H-pyrazolo[4,3-c]cinnolin-3-one), C([O-])(O)=O.[Na+] (sodium bicarbonate). Yields the product OC(CN1N=C2C(=NN(C=3C=CC=CC23)CC2=CC=C(C=C2)N2N=CC=C2)C1=O)CO (2-(2,3-Dihydroxypropyl)-5-[4-(1H-pyrazol-1-yl)benzyl]-2,5-dihydro-3H-pyrazolo[4,3-c]cinnolin-3-one). Procedure: Allyl-5-[4-(1H-pyrazol-1-yl)benzyl]-2,5-dihydro-3H-pyrazolo[4,3-c]cinnolin-3-one [(Example 10), 600 mg, 1.57 mmol] was dissolved in tetrahydrofuran (65 mL) and water (65 mL), treated with 4-methylmorpholine 4-oxide (221 mg, 1.88 mmol, 1.2 equiv) and osmium tetroxide (50.0 μL, 0.160 mmol, 0.1 equiv). The mixture was stirred for 72 hours at ambient temperature, poured into sodium bicarbonate (200 mL, saturated aqueous) and extracted with ethyl acetate (2×150 mL) and chloroform (2×100 mL). The comb... The reagents and catalysts are [Os](=O)(=O)(=O)=O (osmium tetroxide). The solvent is O (water), O1CCCC1 (tetrahydrofuran).